Dataset: the Open Reaction Database (ORD), a public repository of structured organic reaction records. Task: describe an organic reaction: reactants, conditions, products, and yield Starting materials: O=C(O)CBr, CCO, COc1ccc(C(=O)NCC2CCNCC2)cc1OCCc1ccc(Cl)cc1Cl, Cl, Cl, [Na+], [OH-], O. Product: COc1ccc(C(=O)NCC2CCN(CC(=O)O)CC2)cc1OCCc1ccc(Cl)cc1Cl. Reaction SMILES: [Br:33][CH2:34][C:35](=[O:36])[OH:37].[CH3:39][CH2:40][OH:41].[Cl:2][c:3]1[c:4]([CH2:10][CH2:11][O:12][c:13]2[cH:14][c:15]([C:16](=[O:17])[NH:18][CH2:19][CH:20]3[CH2:21][CH2:22][NH:23][CH2:24][CH2:25]3)[cH:26][cH:27][c:28]2[O:29][CH3:30])[cH:5][cH:6][c:7]([Cl:9])[cH:8]1.[ClH:1].[ClH:38].[Na+:32].[OH-:31].[OH2:42]>>[Cl:2][c:3]1[c:4]([CH2:10][CH2:11][O:12][c:13]2[cH:14][c:15]([C:16](=[O:17])[NH:18][CH2:19][CH:20]3[CH2:21][CH2:22][N:23]([CH2:34][C:35](=[O:36])[OH:37])[CH2:24][CH2:25]3)[cH:26][cH:27][c:28]2[O:29][CH3:30])[cH:5][cH:6][c:7]([Cl:9])[cH:8]1. As a reaction SMILES: [Br:13][CH2:14][CH2:15][CH2:16][C:17](=[O:18])[Cl:19].[CH3:20][CH2:21][CH2:22][CH2:23][CH2:24][CH3:25].[Cl:1][c:2]1[c:3]([NH2:12])[cH:4][n:5][c:6]2[cH:7][cH:8][cH:9][cH:10][c:11]12.[Cl:26][CH2:27][CH2:28][Cl:29].[Cl:30][CH2:31][Cl:32]>>[Cl:1][c:2]1[c:3]([NH:12][C:17]([CH2:16][CH2:15][CH2:14][Br:13])=[O:18])[cH:4][n:5][c:6]2[cH:7][cH:8][cH:9][cH:10][c:11]12. Yields the product O=C(CCCBr)Nc1cnc2ccccc2c1Cl. Starting materials: O=C(Cl)CCCBr, CCCCCC, Nc1cnc2ccccc2c1Cl, ClCCCl, ClCCl. Starting materials: C(C)(=O)O (acetic acid), C(#N)[BH3-].[Na+] (sodium cyanoborohydride), C(#N)C1=CC=C(C=O)C=C1 (4-cyanobenzaldehyde), Cl.C[C@H](C(F)(F)F)N ((R)-1-methyl-2,2,2-trifluoro-ethylamine hydrochloride). The solvent is CO (methanol). Conditions: time 8 hour. Yields the product C[C@H](C(F)(F)F)NCC1=CC=C(C#N)C=C1 ((R)-4-[(1-Methyl-2,2,2-trifluoro-ethylamino)-methyl]-benzonitrile). Yield: 27.2%. Reaction SMILES: C([BH3-])#N.[Na+].[C:5]([C:7]1[CH:14]=[CH:13][C:10]([CH:11]=O)=[CH:9][CH:8]=1)#[N:6].Cl.[CH3:16][C@@H:17]([NH2:22])[C:18]([F:21])([F:20])[F:19].C(O)(=O)C>CO>[CH3:16][C@@H:17]([NH:22][CH2:11][C:10]1[CH:13]=[CH:14][C:7]([C:5]#[N:6])=[CH:8][CH:9]=1)[C:18]([F:21])([F:20])[F:19] |f:0.1,3.4|. Procedure: Add sodium cyanoborohydride (3.36 g, 53.5 mmol) to a solution of 4-cyanobenzaldehyde (1.75 g, 13.35 mmol) and (R)-1-methyl-2,2,2-trifluoro-ethylamine hydrochloride (2 g, 13.37 mmol) in methanol (17 mL) containing acetic acid (1.53 mL, 26.75 mmol). Stir the mixture at room temperature overnight. Partition the mixture between 1N aqueous NaOH/DCM (1:1, 500 mL) and extract the aqueous layer twice with DCM. Dry the combined organic extracts over MgSO4, concentrate in vacuo and purify by chromatograph... Starting materials: N#N.C(C)(=O)NC=1NC(C=2N=CN(C2N1)COC(COCC1=CC=CC=C1)COCC1=CC=CC=C1)=O (N2 acetyl-9-(1,3-dibenzyloxy-2-propoxymethyl)guanine), [H][H] (hydrogen). Reagents/catalysts: [OH-].[OH-].[Pd+2] (palladium hydroxide on carbon). Solvent: CO (methanol), O (water), O (water). The product is N#N.C(C)(=O)NC=1NC(C=2N=CN(C2N1)COC(CO)CO)=O (N2 acetyl-9-(1,3-dihydroxy-2-propoxymethyl)guanine). Yield: 44.5%. As a reaction SMILES: [N:1]#[N:2].[C:3]([NH:6][C:7]1[NH:8][C:9](=[O:37])[C:10]2[N:11]=[CH:12][N:13]([CH2:16][O:17][CH:18]([CH2:28][O:29]CC3C=CC=CC=3)[CH2:19][O:20]CC3C=CC=CC=3)[C:14]=2[N:15]=1)(=[O:5])[CH3:4].[H][H]>CO.O.[OH-].[OH-].[Pd+2]>[N:1]#[N:2].[C:3]([NH:6][C:7]1[NH:8][C:9](=[O:37])[C:10]2[N:11]=[CH:12][N:13]([CH2:16][O:17][CH:18]([CH2:19][OH:20])[CH2:28][OH:29])[C:14]=2[N:15]=1)(=[O:5])[CH3:4] |f:0.1,5.6.7,8.9|. Reported procedure: To a solution of N2 -acetyl-9-(1,3-dibenzyloxy-2-propoxymethyl)guanine (4.62 g, 9.67 mmol) in 150 ml of methanol plus 40 ml of water was added 20% palladium hydroxide on carbon as a slurry in 10 ml of water. The mixture was hydrogenated on a Parr hydrogenator at 60 psi of hydrogen for 38 hours then filtered through celite and concentrated to a white solid. Recrystallization from methanol/ethyl acetate gave 1.4 g of N2 -acetyl-9-(1,3-dihydroxy-2-propoxymethyl)guanine, mp 205°-208° C. Reactants: CC=1N=C(SC1C1=CC=NC=C1)NC(=O)N1C=NC=C1 (imidazole-1-carboxylic acid (4-methyl-5-pyridin-4-yl-thiazol-2-yl)-amide), CC1=NC(=CC(=C1)C1=C(N=C(S1)N)C)C (5-(2,6-Dimethyl-pyridin-4-yl)-4-methyl-thiazol-2-ylamine). Product: CC1=NC(=CC(=C1)C1=C(N=C(S1)NC(=O)N1C=NC=C1)C)C (Imidazole-1-carboxylic acid [5-(2,6-dimethyl-pyridin-4-yl)-4-methyl-thiazol-2-yl]-amide). As a reaction SMILES: CC1N=C(N[C:14]([N:16]2[CH:20]=[CH:19][N:18]=[CH:17]2)=[O:15])SC=1C1C=CN=CC=1.[CH3:21][C:22]1[CH:27]=[C:26]([C:28]2[S:32][C:31]([NH2:33])=[N:30][C:29]=2[CH3:34])[CH:25]=[C:24]([CH3:35])[N:23]=1>>[CH3:21][C:22]1[CH:27]=[C:26]([C:28]2[S:32][C:31]([NH:33][C:14]([N:16]3[CH:20]=[CH:19][N:18]=[CH:17]3)=[O:15])=[N:30][C:29]=2[CH3:34])[CH:25]=[C:24]([CH3:35])[N:23]=1. Reported procedure: The titled compound is prepared by an analogous procedure to imidazole-1-carboxylic acid (4-methyl-5-pyridin-4-yl-thiazol-2-yl)-amide (example 18a) by replacing 4-methyl-5-pyridin-4-yl-thiazol-2-ylamine with 5-(2,6-Dimethyl-pyridin-4-yl)-4-methyl-thiazol-2-ylamine.